Dataset: the Open Reaction Database (ORD), a public repository of structured organic reaction records. Task: describe an organic reaction: reactants, conditions, products, and yield The reactants are CNC, CS(C)=O, O=C(c1ccccc1)C(F)CC(F)N1CCC(O)(c2ccc(Cl)cc2)CC1, Cl, O. The product is CN(C)C(CC(F)C(=O)c1ccccc1)N1CCC(O)(c2ccc(Cl)cc2)CC1. RXN SMILES: [CH3:29][NH:30][CH3:31].[CH3:32][S:33]([CH3:34])=[O:35].[Cl:2][c:3]1[cH:4][cH:5][c:6]([C:9]2([OH:28])[CH2:10][CH2:11][N:12]([CH:15]([CH2:16][CH:17]([C:18](=[O:19])[c:20]3[cH:21][cH:22][cH:23][cH:24][cH:25]3)[F:26])[F:27])[CH2:13][CH2:14]2)[cH:7][cH:8]1.[ClH:1].[OH2:36]>>[Cl:2][c:3]1[cH:4][cH:5][c:6]([C:9]2([OH:28])[CH2:10][CH2:11][N:12]([CH:15]([CH2:16][CH:17]([C:18](=[O:19])[c:20]3[cH:21][cH:22][cH:23][cH:24][cH:25]3)[F:26])[N:30]([CH3:29])[CH3:31])[CH2:13][CH2:14]2)[cH:7][cH:8]1.